Dataset: the Open Reaction Database (ORD), a public repository of structured organic reaction records. Task: describe an organic reaction: reactants, conditions, products, and yield The reactants are C(\C=C/C(=O)O)(=O)O.CN(C)CC1=CC=C(O1)CSC(N)=N (1-[[[5-[(dimethylamino)methyl]-2-furanyl]-methyl]thio]methanimidamide maleate), ClCCNC(=C[N+](=O)[O-])NC (N-(2-chloroethyl)-N'-methyl-2-nitro-1,1-ethenediamine), C([O-])([O-])=O.[K+].[K+] (potassium carbonate). The solvent is O (water), O1CCCC1 (tetrahydrofuran). Conditions: time 5 day. Yields the product CN(C)CC1=CC=C(O1)CSCCNC(=C[N+](=O)[O-])NC (N-[2-[[5-[(Dimethylamino)methyl]-2-furanylmethyl]-thio]ethyl]-N'-methyl-2-nitro-1,1-ethenediamine). Yield: 19.0%. RXN SMILES: C(O)(=O)/C=C\C(O)=O.[CH3:9][N:10]([CH2:12][C:13]1[O:17][C:16]([CH2:18][S:19][C:20](=N)N)=[CH:15][CH:14]=1)[CH3:11].ClC[CH2:25][NH:26][C:27]([NH:32][CH3:33])=[CH:28][N+:29]([O-:31])=[O:30].C(=O)([O-])[O-].[K+].[K+]>O.O1CCCC1>[CH3:11][N:10]([CH2:12][C:13]1[O:17][C:16]([CH2:18][S:19][CH2:20][CH2:25][NH:26][C:27]([NH:32][CH3:33])=[CH:28][N+:29]([O-:31])=[O:30])=[CH:15][CH:14]=1)[CH3:9] |f:0.1,3.4.5|. Procedure: A mixture of 1-[[[5-[(dimethylamino)methyl]-2-furanyl]-methyl]thio]methanimidamide maleate (1:2) (2.23 g), N-(2-chloroethyl)-N'-methyl-2-nitro-1,1-ethenediamine (0.9 g) and potassium carbonate (3.46 g) in water (10 ml) and tetrahydrofuran (10 ml) was stirred under nitrogen at room temperature for 5 days. The suspension was evaporated in vacuo; the residue suspended in water (50 ml) and extracted with ether (2×40 ml). The aqueous fraction was evaporated in vacuo and magnesium sulphate and tetrahh... The reactants are CC(C)([O-])C.[K+] (Potassium tert-butoxide), N1C(CCC1)=O (2-pyrrolidinone), FC(C1=NC=CC(=N1)N1CCC2(CO2)CC1)(F)F (6-[2-(Trifluoromethyl)-4-pyrimidinyl]-1-oxa-6-azaspiro[2.5]-octane). The solvent is CN(C)C=O (DMF), CN(C)C=O (DMF). Run at time 45 minute. The product is OC1(CCN(CC1)C1=NC(=NC=C1)C(F)(F)F)CN1C(CCC1)=O (1-[[4-Hydroxy-1-[2-(trifluoromethyl)-4-pyrimidinyl]-4-piperidinyl]methyl]-2-pyrrolidinone). Yield: 15.1%. As a reaction SMILES: CC(C)([O-])C.[K+].[NH:7]1[CH2:11][CH2:10][CH2:9][C:8]1=[O:12].[F:13][C:14]([F:30])([F:29])[C:15]1[N:20]=[C:19]([N:21]2[CH2:28][CH2:27][C:24]3([O:26][CH2:25]3)[CH2:23][CH2:22]2)[CH:18]=[CH:17][N:16]=1>CN(C=O)C>[OH:26][C:24]1([CH2:25][N:7]2[CH2:11][CH2:10][CH2:9][C:8]2=[O:12])[CH2:27][CH2:28][N:21]([C:19]2[CH:18]=[CH:17][N:16]=[C:15]([C:14]([F:30])([F:29])[F:13])[N:20]=2)[CH2:22][CH2:23]1 |f:0.1|. Reported procedure: Potassium tert-butoxide (1.03 g, 9 mmol) was added to a solution of 2-pyrrolidinone (0.7 g, 7.7 mmol) in anhydrous DMF (25 mL). The mixture was stirred for 45 min at room temperature to produce a milky white precipitate. A solution of XXIX (2.0 g, 7.7 mmol) in dry DMF (6 mL) was then added and the mixture slowly turned clear as it was stirred for 18 hr. The mixture was concentrated in vacuo and the residue chromatographed on neutral alumina using ethyl acetate as the eluent to give the white sol... Reactants: O=C1CCC(=O)N1Br, ClCCl, CS(=O)(=O)c1ccc(C(=CC2CCCCC2)C(=O)O)cc1, Nc1nccs1, c1ccc(P(c2ccccc2)c2ccccc2)cc1. The product is CS(=O)(=O)c1ccc(C(=CC2CCCCC2)C(=O)Nc2nccs2)cc1. As a reaction SMILES: [Br:20][N:21]1[C:22](=[O:23])[CH2:24][CH2:25][C:26]1=[O:27].[CH2:55]([Cl:56])[Cl:57].[CH:28]1([CH:34]=[C:35]([C:36](=[O:37])[OH:38])[c:39]2[cH:40][cH:41][c:42]([S:45](=[O:46])(=[O:47])[CH3:48])[cH:43][cH:44]2)[CH2:29][CH2:30][CH2:31][CH2:32][CH2:33]1.[NH2:49][c:50]1[s:51][cH:52][cH:53][n:54]1.[c:1]1([P:2]([c:3]2[cH:4][cH:5][cH:6][cH:7][cH:8]2)[c:9]2[cH:10][cH:11][cH:12][cH:13][cH:14]2)[cH:15][cH:16][cH:17][cH:18][cH:19]1>>[CH:28]1([CH:34]=[C:35]([C:36](=[O:38])[NH:49][c:50]2[s:51][cH:52][cH:53][n:54]2)[c:39]2[cH:40][cH:41][c:42]([S:45](=[O:46])(=[O:47])[CH3:48])[cH:43][cH:44]2)[CH2:29][CH2:30][CH2:31][CH2:32][CH2:33]1. Reactants: Cl (HCl), [N+](=O)([O-])C1=CC=C(C=C1)CCN1CCN(CC1)C(C(C)C1=CC=C(C=C1)[N+](=O)[O-])=O (1-[2-(4-nitrophenyl)ethyl]-4-[2-(4-nitrophenyl)propanoyl]piperazine), [OH-].[Na+] (NaOH). Solvent: C1CCOC1 (THF). Reaction conditions: temperature 65 celsius. Product: [N+](=O)([O-])C1=CC=C(C=C1)CCN1CCN(CC1)CC(C)C1=CC=C(C=C1)[N+](=O)[O-] (1-[2-(4-Nitrophenyl)ethyl]-4-[2-(4-nitrophenyl)propyl]piperazine). RXN SMILES: [N+:1]([C:4]1[CH:9]=[CH:8][C:7]([CH2:10][CH2:11][N:12]2[CH2:17][CH2:16][N:15]([C:18](=O)[CH:19]([C:21]3[CH:26]=[CH:25][C:24]([N+:27]([O-:29])=[O:28])=[CH:23][CH:22]=3)[CH3:20])[CH2:14][CH2:13]2)=[CH:6][CH:5]=1)([O-:3])=[O:2].Cl.[OH-].[Na+]>C1COCC1>[N+:1]([C:4]1[CH:9]=[CH:8][C:7]([CH2:10][CH2:11][N:12]2[CH2:13][CH2:14][N:15]([CH2:18][CH:19]([C:21]3[CH:22]=[CH:23][C:24]([N+:27]([O-:29])=[O:28])=[CH:25][CH:26]=3)[CH3:20])[CH2:16][CH2:17]2)=[CH:6][CH:5]=1)([O-:3])=[O:2] |f:2.3|. Procedure details: Borane tetrahydrofuran complex 1M (0.714 ml, 0.714 mmol) was added to a stirred solution of 1-[2-(4-nitrophenyl)ethyl]-4-[2-(4-nitrophenyl)propanoyl]piperazine (92 mg, 0.22 mmol) in THF then refluxed for 1 hr. LC-MS and TLC showed starting material left. More borane-THF complex 1M (0.71 ml, 0.71 mmol) was added to the reaction and refluxed for 5 hrs. The reaction was cooled and added 6N HCl and then warmed to 65° C. for 0.5 hour. The reaction was poured into 1N NaOH and extracted with ethyl acet...